describe an organic reaction: reactants, conditions, products, and yield From a dataset of the Open Reaction Database (ORD), a public repository of structured organic reaction records. The reactants are CCN(CC)C(=O)Cn1cnc2sc(C(=O)OC)c(C)c2c1=O, C1CCOC1, CO, [Li+], [OH-], O, O. Product: CCN(CC)C(=O)Cn1cnc2sc(C(=O)O)c(C)c2c1=O. RXN SMILES: [CH2:1]([CH3:2])[N:3]([C:4]([CH2:5][n:6]1[cH:7][n:8][c:9]2[c:10]([c:11]1=[O:12])[c:13]([CH3:20])[c:14]([C:16](=[O:17])[O:18][CH3:19])[s:15]2)=[O:21])[CH2:22][CH3:23].[CH2:28]1[O:29][CH2:30][CH2:31][CH2:32]1.[CH3:33][OH:34].[Li+:27].[OH-:26].[OH2:24].[OH2:25]>>[CH2:1]([CH3:2])[N:3]([C:4]([CH2:5][n:6]1[cH:7][n:8][c:9]2[c:10]([c:11]1=[O:12])[c:13]([CH3:20])[c:14]([C:16](=[O:17])[OH:18])[s:15]2)=[O:21])[CH2:22][CH3:23].